This data is from the Open Reaction Database (ORD), a public repository of structured organic reaction records. The task is: describe an organic reaction: reactants, conditions, products, and yield Reactants: [Al+3], C1CCOC1, CCCC1COCC(=O)N1, [H-], [H-], [H-], [H-], [Li+]. The product is CCCC1COCCN1. RXN SMILES: [Al+3:2].[CH2:17]1[O:18][CH2:19][CH2:20][CH2:21]1.[CH2:7]([CH2:8][CH3:9])[CH:10]1[NH:11][C:12](=[O:16])[CH2:13][O:14][CH2:15]1.[H-:1].[H-:4].[H-:5].[H-:6].[Li+:3]>>[CH2:7]([CH2:8][CH3:9])[CH:10]1[NH:11][CH2:12][CH2:13][O:14][CH2:15]1. The product is ClC1=C(OCC(C(CF)(C)C)=O)C=CC(=C1)Cl (1-(2,4-dichlorophenoxy)-3,3-dimethyl-4-fluoro-2-butanone). Procedure details: A solution of 197 g (1 mol) of 1-bromo-3,3-dimethyl-4-fluoro-2-butanone in 100 ml of acetone was added dropwise, at the boiling point, to 140 g (1 mol) of potassium carbonate and 163 g (1 mol) of 2,4-dichlorophenol in 1,000 ml of acetone. The mixture was stirred under reflux for 20 hours, cooled and filtered. The filtrate was concentrated by distilling off the acetone under a waterpump vacuum. The residue was dissolved in 500 ml of toluene, washed with 500 ml of 10% strength sodium hydroxide sol... As a reaction SMILES: Br[CH2:2][C:3](=[O:9])[C:4]([CH3:8])([CH3:7])[CH2:5][F:6].C(=O)([O-])[O-].[K+].[K+].[Cl:16][C:17]1[CH:22]=[C:21]([Cl:23])[CH:20]=[CH:19][C:18]=1[OH:24]>CC(C)=O>[Cl:16][C:17]1[CH:22]=[C:21]([Cl:23])[CH:20]=[CH:19][C:18]=1[O:24][CH2:2][C:3](=[O:9])[C:4]([CH3:8])([CH3:7])[CH2:5][F:6] |f:1.2.3|. Run in CC(=O)C (acetone), CC(=O)C (acetone). Reactants: BrCC(C(CF)(C)C)=O (1-bromo-3,3-dimethyl-4-fluoro-2-butanone), C([O-])([O-])=O.[K+].[K+] (potassium carbonate), ClC1=C(C=CC(=C1)Cl)O (2,4-dichlorophenol). The yield is 87.6%. The reactants are solution, C(C)(CC)[BH-](C(C)CC)C(C)CC.[K+] (potassium tri-sec.-butylborohydride), CC=1C=C(OC2C(CN(CC2)C(=O)OCC2=CC=CC=C2)=O)C=CC1C (4-(3,4-dimethylphenoxy)-1-carbobenzyloxy-3-piperidone). The solvent is O1CCCC1 (tetrahydrofurane), O1CCCC1 (tetrahydrofurane). Conditions: time 3 hour. Yields the product O[C@@H]1CN(CC[C@@H]1OC1=CC(=C(C=C1)C)C)C(=O)OCC1=CC=CC=C1 (cis-3-hydroxy-4-(3,4-dimethylphenoxy)-1-carbobenzyloxy-piperidine). Reaction SMILES: [CH3:1][C:2]1[CH:3]=[C:4]([CH:23]=[CH:24][C:25]=1[CH3:26])[O:5][CH:6]1[CH2:11][CH2:10][N:9]([C:12]([O:14][CH2:15][C:16]2[CH:21]=[CH:20][CH:19]=[CH:18][CH:17]=2)=[O:13])[CH2:8][C:7]1=[O:22].C([BH-](C(CC)C)C(CC)C)(CC)C.[K+]>O1CCCC1>[OH:22][C@H:7]1[C@@H:6]([O:5][C:4]2[CH:23]=[CH:24][C:25]([CH3:26])=[C:2]([CH3:1])[CH:3]=2)[CH2:11][CH2:10][N:9]([C:12]([O:14][CH2:15][C:16]2[CH:17]=[CH:18][CH:19]=[CH:20][CH:21]=2)=[O:13])[CH2:8]1 |f:1.2|. Reported procedure: 10.0 g (0.028 mol) of the 4-(3,4-dimethylphenoxy)-1-carbobenzyloxy-3-piperidone described in Example 44 are dissolved in 60 ml of dry tetrahydrofurane and the solution is treated dropwise, at room temperature in a nitrogen atmosphere, with 112 ml of a 0.5 M solution of potassium tri-sec.-butylborohydride (K selectride) (0.056 mol) in tetrahydrofurane. After the addition has ended, the reaction mixture is stirred for a further 3 hours at room temperature and then concentrated to about 1/3 of the ... Starting materials: FC1(CCC2=C(CC1)C=C(C=C2)N)F (7,7-difluoro-6,7,8,9-tetrahydro-5H-benzocyclohepten-2-ylamine), ClC1=NC=C(C(=N1)NC1=C(C=C(C=C1)N1CCOCC1)OC)Cl ((2,5-dichloro-pyrimidin-4-yl)-(2-methoxy-4-morpholin-4-yl-phenyl)-amine), C(C)(C)O (isopropyl alcohol), Cl.O1CCOCC1 (HCl dioxane). Conditions: time 10 minute. Yields the product ClC=1C(=NC(=NC1)NC=1C=CC2=C(CCC(CC2)(F)F)C1)NC1=C(C=C(C=C1)N1CCOCC1)OC (5-Chloro-N*2*-(7,7-difluoro-6,7,8,9-tetrahydro-5H-benzocyclohepten-2-yl)-N*4*-(2-methoxy-4-morpholin-4-yl-phenyl)-pyrimidine-2,4-diamine), solid. Yield: 30.0%. Reaction SMILES: [F:1][C:2]1([F:14])[CH2:8][CH2:7][C:6]2[CH:9]=[C:10]([NH2:13])[CH:11]=[CH:12][C:5]=2[CH2:4][CH2:3]1.Cl[C:16]1[N:21]=[C:20]([NH:22][C:23]2[CH:28]=[CH:27][C:26]([N:29]3[CH2:34][CH2:33][O:32][CH2:31][CH2:30]3)=[CH:25][C:24]=2[O:35][CH3:36])[C:19]([Cl:37])=[CH:18][N:17]=1.C(O)(C)C.Cl.O1CCOCC1>>[Cl:37][C:19]1[C:20]([NH:22][C:23]2[CH:28]=[CH:27][C:26]([N:29]3[CH2:30][CH2:31][O:32][CH2:33][CH2:34]3)=[CH:25][C:24]=2[O:35][CH3:36])=[N:21][C:16]([NH:13][C:10]2[CH:11]=[CH:12][C:5]3[CH2:4][CH2:3][C:2]([F:14])([F:1])[CH2:8][CH2:7][C:6]=3[CH:9]=2)=[N:17][CH:18]=1 |f:3.4|. Procedure: Into a microwave vial was added 7,7-difluoro-6,7,8,9-tetrahydro-5H-benzocyclohepten-2-ylamine (55 mg, 0.00028 mol) and (2,5-dichloro-pyrimidin-4-yl)-(2-methoxy-4-morpholin-4-yl-phenyl)-amine (80 mg, 0.0002 mol) in isopropyl alcohol (4 mL, 0.05 mol). To this reaction mixture was added 4N HCl-dioxane (0.03 g, 0.0002 mol). The reaction was subjected to microwaves at 120° C. for 10 min. The reaction mixture was resubject to the microwave conditions (120° C. for 10 min) The reaction mixture was purif... Reactants: C(C1=CC=CC=C1)OC1=CC(=C(C=C1)CC=1C(=NNC1C(C)C)O[C@H]1[C@H](OC(C(C)(C)C)=O)[C@@H](OC(C(C)(C)C)=O)[C@H](OC(C(C)(C)C)=O)[C@H](O1)COC(C(C)(C)C)=O)C (4-[(4-Benzyloxy-2-methylphenyl)methyl]-5-isopropyl-3-(2,3,4,6-tetra-O-pivaloyl-β-D-glucopyranosyloxy)-1H-pyrazole). The reagents and catalysts are [C].[Pd] (palladium-carbon). Solvent: O1CCCC1 (tetrahydrofuran). Reaction conditions: time 3 hour. Yields the product OC1=CC(=C(C=C1)CC=1C(=NNC1C(C)C)O[C@H]1[C@H](OC(C(C)(C)C)=O)[C@@H](OC(C(C)(C)C)=O)[C@H](OC(C(C)(C)C)=O)[C@H](O1)COC(C(C)(C)C)=O)C (4-[(4-Hydroxy-2-methylphenyl)methyl]-5-isopropyl-3-(2,3,4,6-tetra-O-pivaloyl-β-D-glucopyranosyloxy)-1H-pyrazole). The yield is 99.8%. Reaction SMILES: C([O:8][C:9]1[CH:14]=[CH:13][C:12]([CH2:15][C:16]2[C:17]([O:24][C@@H:25]3[O:51][C@H:50]([CH2:52][O:53][C:54](=[O:59])[C:55]([CH3:58])([CH3:57])[CH3:56])[C@@H:42]([O:43][C:44](=[O:49])[C:45]([CH3:48])([CH3:47])[CH3:46])[C@H:34]([O:35][C:36](=[O:41])[C:37]([CH3:40])([CH3:39])[CH3:38])[C@H:26]3[O:27][C:28](=[O:33])[C:29]([CH3:32])([CH3:31])[CH3:30])=[N:18][NH:19][C:20]=2[CH:21]([CH3:23])[CH3:22])=[C:11]([CH3:60])[CH:10]=1)C1C=CC=CC=1>O1CCCC1.[C].[Pd]>[OH:8][C:9]1[CH:14]=[CH:13][C:12]([CH2:15][C:16]2[C:17]([O:24][C@@H:25]3[O:51][C@H:50]([CH2:52][O:53][C:54](=[O:59])[C:55]([CH3:58])([CH3:57])[CH3:56])[C@@H:42]([O:43][C:44](=[O:49])[C:45]([CH3:47])([CH3:46])[CH3:48])[C@H:34]([O:35][C:36](=[O:41])[C:37]([CH3:38])([CH3:39])[CH3:40])[C@H:26]3[O:27][C:28](=[O:33])[C:29]([CH3:32])([CH3:30])[CH3:31])=[N:18][NH:19][C:20]=2[CH:21]([CH3:23])[CH3:22])=[C:11]([CH3:60])[CH:10]=1 |f:2.3|. Procedure details: 4-[(4-Benzyloxy-2-methylphenyl)methyl]-5-isopropyl-3-(2,3,4,6-tetra-O-pivaloyl-β-D-glucopyranosyloxy)-1H-pyrazole (5 g) was dissolved in tetrahydrofuran (18 mL). To the solution was added 10% palladium-carbon powder (500 mg), and the mixture was stirred at room temperature under a hydrogen atmosphere for 3 hours. The insoluble material was removed by filtration, and the solvent of the filtrate was removed under reduced pressure to give the title compound (4.45 g). The reactants are CC1(C2CN(CC12)CCCC1=CC=CC=C1)C=1C=C(C=CC1)NS(=O)(=O)C (N-{3-[6-Methyl-3-(3-phenylpropyl)-3-azabicyclo[3.1.0]hex-6-yl]phenyl}methanesulfonamide), C1(=CC=CC=C1)S(=O)(=O)O (benzenesulfonic acid). The solvent is CC(CC)=O (2-butanone), CC(CC)=O (2-butanone). Run at temperature 10 celsius. Yields the product C1(=CC=CC=C1)S(=O)(=O)O.CC1(C2CN(CC12)CCCC1=CC=CC=C1)C=1C=C(C=CC1)NS(=O)(=O)C (N-(3-{6-Methyl-3-(3-phenylpropyl)-3-azabicyclo[3.1.0]hex-6-yl}phenyl)methanesulfonamide benzenesulfonate salt). The yield is 96.8%. Reaction SMILES: [CH3:1][C:2]1([C:17]2[CH:18]=[C:19]([NH:23][S:24]([CH3:27])(=[O:26])=[O:25])[CH:20]=[CH:21][CH:22]=2)[CH:7]2[CH:3]1[CH2:4][N:5]([CH2:8][CH2:9][CH2:10][C:11]1[CH:16]=[CH:15][CH:14]=[CH:13][CH:12]=1)[CH2:6]2.[C:28]1([S:34]([OH:37])(=[O:36])=[O:35])[CH:33]=[CH:32][CH:31]=[CH:30][CH:29]=1>CC(=O)CC>[C:28]1([S:34]([OH:37])(=[O:36])=[O:35])[CH:33]=[CH:32][CH:31]=[CH:30][CH:29]=1.[CH3:1][C:2]1([C:17]2[CH:18]=[C:19]([NH:23][S:24]([CH3:27])(=[O:26])=[O:25])[CH:20]=[CH:21][CH:22]=2)[CH:7]2[CH:3]1[CH2:4][N:5]([CH2:8][CH2:9][CH2:10][C:11]1[CH:16]=[CH:15][CH:14]=[CH:13][CH:12]=1)[CH2:6]2 |f:3.4|. Reported procedure: A solution of N-(3-{6-methyl-3-(3-phenylpropyl)-3-azabicyclo[3.1.0]hex-6-yl}phenyl)methanesulfonamide (Example 1, 53.88 g, 0.14 mol) in 2-butanone (480 ml) was heated under reflux. To the solution was added a solution of benzenesulfonic acid (22.17 g, 0.14 mol) in 2-butanone (50 ml) and the reaction mixture was heated under reflux for 30 min before cooling to 10° C. over a 2 h period. The resulting precipitate was collected by filtration to afford the title compound as a beige crystalline solid ... Reactants: COC(=O)c1ccc(C)nc1-c1ccc(C(F)(F)F)cc1, CO, Cl, [Na+], [OH-], O. Yields the product Cc1ccc(C(=O)O)c(-c2ccc(C(F)(F)F)cc2)n1. Reaction SMILES: [CH3:1][O:2][C:3]([c:4]1[c:5](-[c:11]2[cH:12][cH:13][c:14]([C:17]([F:18])([F:19])[F:20])[cH:15][cH:16]2)[n:6][c:7]([CH3:10])[cH:8][cH:9]1)=[O:21].[CH3:26][OH:27].[ClH:25].[Na+:23].[OH-:22].[OH2:24]>>[O:2]=[C:3]([c:4]1[c:5](-[c:11]2[cH:12][cH:13][c:14]([C:17]([F:18])([F:19])[F:20])[cH:15][cH:16]2)[n:6][c:7]([CH3:10])[cH:8][cH:9]1)[OH:21]. Reactants: NC=1C(=NC=C(C1)Br)C(=O)O (3-amino-5-bromopyridine-2-carboxylic acid), CN (methylamine), C1(CCCC1)N1CCC(CC1)OC1=CC(=C(C=O)C=C1)OC (4-[(1-cyclopentylpiperidin-4-yl)oxy]-2-methoxybenzaldehyde). Product: BrC1=CC=2N=C(N(C(C2N=C1)=O)C)C1=C(C=C(C=C1)OC1CCN(CC1)C1CCCC1)OC (7-Bromo-2-{4-[(1-cyclopentylpiperidin-4-yl)oxy]-2-methoxyphenyl}-3-methylpyrido[3,2-d]pyrimidin-4(3H)-one). As a reaction SMILES: [NH2:1][C:2]1[C:3]([C:9]([OH:11])=O)=[N:4][CH:5]=[C:6]([Br:8])[CH:7]=1.[CH3:12][NH2:13].[CH:14]1([N:19]2[CH2:24][CH2:23][CH:22]([O:25][C:26]3[CH:33]=[CH:32][C:29]([CH:30]=O)=[C:28]([O:34][CH3:35])[CH:27]=3)[CH2:21][CH2:20]2)[CH2:18][CH2:17][CH2:16][CH2:15]1>>[Br:8][C:6]1[CH:5]=[N:4][C:3]2[C:9](=[O:11])[N:13]([CH3:12])[C:30]([C:29]3[CH:32]=[CH:33][C:26]([O:25][CH:22]4[CH2:23][CH2:24][N:19]([CH:14]5[CH2:18][CH2:17][CH2:16][CH2:15]5)[CH2:20][CH2:21]4)=[CH:27][C:28]=3[O:34][CH3:35])=[N:1][C:2]=2[CH:7]=1. Procedure details: The entitled compound was obtained according to the method of Example 15 but starting from 3-amino-5-bromopyridine-2-carboxylic acid, methylamine and 4-[(1-cyclopentylpiperidin-4-yl)oxy]-2-methoxybenzaldehyde.